This data is from the Open Reaction Database (ORD), a public repository of structured organic reaction records. The task is: describe an organic reaction: reactants, conditions, products, and yield Reactants: C(#N)C1=CC=C2C=CNC2=C1 (6-cyanoindole), C(C)[Mg]Br (ethylmagnesium bromide), CC1(C(C1(C)C)C(=O)Cl)C (2,2,3,3-tetramethylcyclopropanecarbonyl chloride). The reagents and catalysts are [Cl-].[Zn+2].[Cl-] (zinc chloride). The product is CC1(C(C1(C)C)C(=O)C1=CNC2=CC(=CC=C12)C#N)C (3-(2,2,3,3-Tetramethyl-cyclopropanecarbonyl)-1H-indole-6-carbonitrile). Isolated yield 48.6%. As a reaction SMILES: [C:1]([C:3]1[CH:11]=[C:10]2[C:6]([CH:7]=[CH:8][NH:9]2)=[CH:5][CH:4]=1)#[N:2].C([Mg]Br)C.[CH3:16][C:17]1([CH3:25])[C:19]([CH3:21])([CH3:20])[CH:18]1[C:22](Cl)=[O:23]>[Cl-].[Zn+2].[Cl-]>[CH3:16][C:17]1([CH3:25])[C:19]([CH3:21])([CH3:20])[CH:18]1[C:22]([C:7]1[C:6]2[C:10](=[CH:11][C:3]([C:1]#[N:2])=[CH:4][CH:5]=2)[NH:9][CH:8]=1)=[O:23] |f:3.4.5|. Procedure: A mixture of 6-cyanoindole (Lancaster, 1.0 g, 7.0 mmol), ethylmagnesium bromide (1.0 M solution in THF, 8.4 mL, 8.4 mmol), zinc chloride (1.0 M solution in Et2O, 8.4 mL, 8.4 mmol) and the product of Example 1A (11 mmol) was processed as described in Example 1B to provide the title compound (0.91 g, 3.4 mmol, 49% yield). MS (DCI/NH3) m/z 267 (M+H)+. The reactants are Clc1cccc(Nc2nccc(-c3ccnc(Cl)c3)n2)c1, COCC(C)N, C1COCCO1. The product is COCC(C)Nc1cc(-c2ccnc(Nc3cccc(Cl)c3)n2)ccn1. RXN SMILES: [Cl:1][c:2]1[cH:3][c:4]([NH:8][c:9]2[n:10][cH:11][cH:12][c:13](-[c:15]3[cH:16][c:17]([Cl:21])[n:18][cH:19][cH:20]3)[n:14]2)[cH:5][cH:6][cH:7]1.[NH2:22][CH:23]([CH2:24][O:25][CH3:26])[CH3:27].[O:28]1[CH2:29][CH2:30][O:31][CH2:32][CH2:33]1>>[Cl:1][c:2]1[cH:3][c:4]([NH:8][c:9]2[n:10][cH:11][cH:12][c:13](-[c:15]3[cH:16][c:17]([NH:22][CH:23]([CH2:24][O:25][CH3:26])[CH3:27])[n:18][cH:19][cH:20]3)[n:14]2)[cH:5][cH:6][cH:7]1. Reactants: OC(C(=O)O)(C(=O)NCC(C(F)(F)F)(F)F)C (racemic 2-hydroxy-2-methyl-N-(2,2,3,3,3-pentafluoro-propyl)-malonamic acid), N[C@H]1[C@H](OC2=C(NC1=O)C=C(C=C2)F)C2CC2 ((6R,7S)-7-amino-6-cyclopropyl-2-fluoro-6,7-dihydro-9H-5-oxa-9-aza-benzocyclohepten-8-one). Yields the product C1(CC1)[C@H]1OC2=C(NC([C@H]1NC(C(C(=O)NCC(C(F)(F)F)(F)F)(C)O)=O)=O)C=C(C=C2)F ((−)-N-((6R,7S)-6-cyclopropyl-2-fluoro-8-oxo-6,7,8,9-tetrahydro-5-oxa-9-aza-benzocyclohepten-7-yl)-2-hydroxy-2-methyl-N′-(2,2,3,3,3-pentafluoro-propyl)-malonamide). As a reaction SMILES: [OH:1][C:2]([CH3:17])([C:6]([NH:8][CH2:9][C:10]([F:16])([F:15])[C:11]([F:14])([F:13])[F:12])=[O:7])[C:3]([OH:5])=O.[NH2:18][C@@H:19]1[C:25](=[O:26])[NH:24][C:23]2[CH:27]=[C:28]([F:31])[CH:29]=[CH:30][C:22]=2[O:21][C@@H:20]1[CH:32]1[CH2:34][CH2:33]1>>[CH:32]1([C@@H:20]2[C@H:19]([NH:18][C:3](=[O:5])[C:2]([OH:1])([CH3:17])[C:6]([NH:8][CH2:9][C:10]([F:16])([F:15])[C:11]([F:14])([F:13])[F:12])=[O:7])[C:25](=[O:26])[NH:24][C:23]3[CH:27]=[C:28]([F:31])[CH:29]=[CH:30][C:22]=3[O:21]2)[CH2:34][CH2:33]1. Procedure: N-((6R,7S)-6-Cyclopropyl-2-fluoro-8-oxo-6,7,8,9-tetrahydro-5-oxa-9-aza-benzocyclohepten-7-yl)-2-hydroxy-2-methyl-N′-(2,2,3,3,3-pentafluoro-propyl)-malonamide was obtained as mixture of epimers according to the procedures described for example 2b using racemic 2-hydroxy-2-methyl-N-(2,2,3,3,3-pentafluoro-propyl)-malonamic acid and (6R,7S)-7-amino-6-cyclopropyl-2-fluoro-6,7-dihydro-9H-5-oxa-9-aza-benzocyclohepten-8-one. The epimers were separated by chromatography on Chiralpak AD using isopropanol/... Reported procedure: 1 Part of 4-(4-hydroxyphenyl)-2,2,6,6-tetramethylpiperidine was dissolved in warm ethanol and treated with 0.172 parts of sodium hydroxide dissolved in ethanol. The solution was stirred and heated to reflux whilst 0.65 parts of n-butyl bromide dissolved in ethanol was added. The solution was heated at reflux overnight and then evaporated under reduced pressure. The residue was dissolved in ether and washed with water, sodium hydroxide solution (3%) and further water. The organic layer was dried ... Product: C(CCC)OC1=CC=C(C=C1)C1CC(NC(C1)(C)C)(C)C (4(4'-n-Butyloxyphenyl)-2,2,6,6-tetramethylpiperidine). The solvent is C(C)O (ethanol), C(C)O (ethanol), C(C)O (ethanol). Reactants: C(CCC)Br (n-butyl bromide), [OH-].[Na+] (sodium hydroxide), OC1=CC=C(C=C1)C1CC(NC(C1)(C)C)(C)C (4-(4-hydroxyphenyl)-2,2,6,6-tetramethylpiperidine). Reaction SMILES: [OH:1][C:2]1[CH:7]=[CH:6][C:5]([CH:8]2[CH2:13][C:12]([CH3:15])([CH3:14])[NH:11][C:10]([CH3:17])([CH3:16])[CH2:9]2)=[CH:4][CH:3]=1.[OH-].[Na+].[CH2:20](Br)[CH2:21][CH2:22][CH3:23]>C(O)C>[CH2:20]([O:1][C:2]1[CH:7]=[CH:6][C:5]([CH:8]2[CH2:9][C:10]([CH3:17])([CH3:16])[NH:11][C:12]([CH3:15])([CH3:14])[CH2:13]2)=[CH:4][CH:3]=1)[CH2:21][CH2:22][CH3:23] |f:1.2|. Reactants: CC1=C2[C@H](C(=O)[C@@]3([C@H](C[C@@H]4[C@]([C@H]3[C@@H]([C@@](C2(C)C)(C[C@@H]1O)O)OC(=O)C=5C=CC=CC5)(CO4)OC(=O)C)O)C)O (10-deacetylbaccatin III), C/C=C(\C)/C(=O)N[C@@H](C=1C=CC=CC1)[C@H](C(=O)O[C@H]2C[C@]3([C@H]([C@H]4[C@@]([C@H](C[C@@H]5[C@]4(CO5)OC(=O)C)O)(C(=O)[C@@H](C(=C2C)C3(C)C)OC(=O)C)C)OC(=O)C=6C=CC=CC6)O)O (cephalomannine). The product is CC1=C2[C@H](C(=O)[C@@]3([C@H](C[C@@H]4[C@]([C@H]3[C@@H]([C@@](C2(C)C)(C[C@@H]1OC(=O)[C@@H]([C@H](C=5C=CC=CC5)NC(=O)C=6C=CC=CC6)O)O)OC(=O)C=7C=CC=CC7)(CO4)OC(=O)C)O)C)OC(=O)C (taxol). Yield: 0.0%. Reaction SMILES: [CH3:1][C:2]1[C@@H](O)C[C@]2(O)C(C)(C)C=1[C@@H](O)C([C@@]1(C)[C@H]([C@@H]2OC(C2C=CC=CC=2)=O)[C@]2(OC(C)=O)CO[C@@H]2C[C@@H]1O)=O.[CH3:40]/[CH:41]=[C:42](/[C:44]([NH:46][C@H:47]([C@@H:54]([OH:99])[C:55]([O:57][C@@H:58]1[C:79]([CH3:80])=[C:78]2[C:81]([CH3:83])([CH3:82])[C@:60]([OH:98])([C@@H:61]([O:89][C:90]([C:92]3[CH:93]=[CH:94][CH:95]=[CH:96][CH:97]=3)=[O:91])[C@@H:62]3[C@:67]4([O:70][C:71]([CH3:73])=[O:72])[CH2:68][O:69][C@@H:66]4[CH2:65][C@H:64]([OH:74])[C@@:63]3([CH3:88])[C:75]([C@@H:77]2[O:84][C:85]([CH3:87])=[O:86])=[O:76])[CH2:59]1)=[O:56])[C:48]1[CH:49]=[CH:50][CH:51]=[CH:52][CH:53]=1)=[O:45])\[CH3:43]>>[CH3:80][C:79]1[C@@H:58]([O:57][C:55]([C@H:54]([OH:99])[C@@H:47]([NH:46][C:44]([C:42]2[CH:43]=[CH:1][CH:2]=[CH:40][CH:41]=2)=[O:45])[C:48]2[CH:49]=[CH:50][CH:51]=[CH:52][CH:53]=2)=[O:56])[CH2:59][C@:60]2([OH:98])[C:81]([CH3:82])([CH3:83])[C:78]=1[C@@H:77]([O:84][C:85]([CH3:87])=[O:86])[C:75]([C@@:63]1([CH3:88])[C@H:62]([C@@H:61]2[O:89][C:90]([C:92]2[CH:93]=[CH:94][CH:95]=[CH:96][CH:97]=2)=[O:91])[C@:67]2([O:70][C:71]([CH3:73])=[O:72])[CH2:68][O:69][C@@H:66]2[CH2:65][C@@H:64]1[OH:74])=[O:76]. Procedure: The solid was chromatographed as described under Example 1 except that RPLC C8 silica (100 g) was used in methanol/water 20%. A pressure of 50 psi was used to obtain an adequate rate. One hundred fifty fractions of 10 ml were collected, while a gradient of 25, 35, 45, 55 and 65% methanol in water was being used. The fractions were monitored as before and fractions containing 10-deacetylbaccatin III (fractions 25-35), brevitaxane A (fractions 60-90), cephalomannine (fractions 120-125) and taxol (... Reactants: CC(C)(C)OC(=O)N1CC2CN(CC(O)COc3ccc(C#N)cc3)CC(C1)O2, ClCCl, O=C(O)C(F)(F)F. The product is N#Cc1ccc(OCC(O)CN2CC3CNCC(C2)O3)cc1. As a reaction SMILES: [C:1](#[N:2])[c:3]1[cH:4][cH:5][c:6]([O:7][CH2:8][CH:9]([CH2:10][N:11]2[CH2:12][CH:13]3[CH2:14][N:15]([C:20]([O:21][C:22]([CH3:23])([CH3:24])[CH3:25])=[O:26])[CH2:16][CH:17]([CH2:18]2)[O:19]3)[OH:27])[cH:28][cH:29]1.[Cl:37][CH2:38][Cl:39].[OH:30][C:31]([C:32]([F:33])([F:34])[F:35])=[O:36]>>[C:1](#[N:2])[c:3]1[cH:4][cH:5][c:6]([O:7][CH2:8][CH:9]([CH2:10][N:11]2[CH2:12][CH:13]3[CH2:14][NH:15][CH2:16][CH:17]([CH2:18]2)[O:19]3)[OH:27])[cH:28][cH:29]1. Starting materials: CN(C1=C2C=CC=C(C2=CC=C1)S(=O)(=O)Cl)C (5-Dimethylamino-1-naphthalenesulphonyl chloride), NC=1C(=NC(=NC1)OC)OC (5-amino-2,4-dimethoxypyrimidine). The solvent is N1=CC=CC=C1 (Pyridine). Conditions: temperature 0 celsius, time 30 minute. The product is CN(C1=C2C=CC=C(C2=CC=C1)S(=O)(=O)NC=1C(=NC(=NC1)OC)OC)C (5-dimethylamino-N-(2,4-dimethoxy-5-pyrimidinyl)-1-naphthalenesulphonamide). Yield: 72.2%. RXN SMILES: [CH3:1][N:2]([CH3:17])[C:3]1[CH:12]=[CH:11][CH:10]=[C:9]2[C:4]=1[CH:5]=[CH:6][CH:7]=[C:8]2[S:13](Cl)(=[O:15])=[O:14].[NH2:18][C:19]1[C:20]([O:27][CH3:28])=[N:21][C:22]([O:25][CH3:26])=[N:23][CH:24]=1>N1C=CC=CC=1>[CH3:1][N:2]([CH3:17])[C:3]1[CH:12]=[CH:11][CH:10]=[C:9]2[C:4]=1[CH:5]=[CH:6][CH:7]=[C:8]2[S:13]([NH:18][C:19]1[C:20]([O:27][CH3:28])=[N:21][C:22]([O:25][CH3:26])=[N:23][CH:24]=1)(=[O:15])=[O:14]. Procedure: 5-Dimethylamino-1-naphthalenesulphonyl chloride (0.296 g) and 5-amino-2,4-dimethoxypyrimidine (0.155 g) were mixed together as solids. Pyridine (10 mls) was added and the solution was stirred at 0° C. for 30 minutes. The mixture was then heated at 80° C. for 5 hours. Volatile material was removed by evaporation and the residue was purified by elution with dichloromethane through a silica gel Mega Bond Elut column to give 5-dimethylamino-N-(2,4-dimethoxy-5-pyrimidinyl)-1-naphthalenesulphonamide (...